This data is from the Open Reaction Database (ORD), a public repository of structured organic reaction records. The task is: describe an organic reaction: reactants, conditions, products, and yield Product: COC(=O)c1cc(Cl)ccc1NC(=O)COCC(=O)Nc1cccc(-c2coc(C)c2)c1. As a reaction SMILES: [C:40](=[O:41])([OH:42])[O-:43].[CH2:45]1[O:46][CH2:47][CH2:48][CH2:49]1.[CH3:27][c:28]1[cH:29][c:30](-[c:33]2[cH:34][c:35]([NH2:36])[cH:37][cH:38][cH:39]2)[cH:31][o:32]1.[Cl:1][c:2]1[cH:3][c:4]([C:17](=[O:18])[O:19][CH3:20])[c:5]([NH:8][C:9]([CH2:10][O:11][CH2:12][C:13](=[O:14])[OH:15])=[O:16])[cH:6][cH:7]1.[Cl:21][C:22]([C:23]([Cl:24])=[O:25])=[O:26].[Na+:44].[O:50]=[CH:51][N:52]([CH3:53])[CH3:54]>>[Cl:1][c:2]1[cH:3][c:4]([C:17](=[O:18])[O:19][CH3:20])[c:5]([NH:8][C:9]([CH2:10][O:11][CH2:12][C:13](=[O:15])[NH:36][c:35]2[cH:34][c:33](-[c:30]3[cH:29][c:28]([CH3:27])[o:32][cH:31]3)[cH:39][cH:38][cH:37]2)=[O:16])[cH:6][cH:7]1. The reactants are O=C([O-])O, C1CCOC1, Cc1cc(-c2cccc(N)c2)co1, COC(=O)c1cc(Cl)ccc1NC(=O)COCC(=O)O, O=C(Cl)C(=O)Cl, [Na+], CN(C)C=O. The reactants are NC=1C=NC(=C(C1)Cl)Cl (3-amino-5,6-dichloropyridine), C(C)SSCC (diethyl disulfide), N(=O)OC(C)(C)C (tert-butyl nitrite). The solvent is C(Cl)Cl (methylene chloride), C(Cl)Cl (methylene chloride). Product: ClC1=NC=C(C=C1Cl)SCC (2,3-Dichloro-5-ethylthiopyridine). Reaction SMILES: N[C:2]1[CH:3]=[N:4][C:5]([Cl:9])=[C:6]([Cl:8])[CH:7]=1.[CH2:10]([S:12]SCC)[CH3:11].N(OC(C)(C)C)=O>C(Cl)Cl>[Cl:9][C:5]1[C:6]([Cl:8])=[CH:7][C:2]([S:12][CH2:10][CH3:11])=[CH:3][N:4]=1. Reported procedure: 24.45 g (0.15 mol) of 3-amino-5,6-dichloropyridine in 280 ml of methylene chloride were reacted with 36.6 g (0.3 mol) of diethyl disulfide and 23.2 g (0.225 mol) of tert-butyl nitrite in 130 ml of methylene chloride by a method similar to Example 1, Precursor α. After working up and subsequently washing the crude product with ethanol, 13.3 g of product of value were obtained. Reactants: CCOC(=O)C(C)=CC(C(C)C)N(C)C(=O)C(NC(=O)C(OC)C(C)(C)c1ccccc1)C(C)(C)C, CCOC(=O)C(C)=CC(C(C)C)N(C)C(=O)C(NC(=O)C(OC)C(C)(C)c1ccccc1)C(C)(C)C, CO, [Li+], C1CCOC1, [OH-], O, O. Yields the product COC(C(=O)NC(C(=O)N(C)C(C=C(C)C(=O)O)C(C)C)C(C)(C)C)C(C)(C)c1ccccc1. Reaction SMILES: [CH3:1][O:2][CH:3]([C:4](=[O:5])[NH:6][CH:7]([C:8](=[O:9])[N:10]([CH:11]([CH:12]=[C:13]([C:14](=[O:15])[O:16][CH2:17][CH3:18])[CH3:19])[CH:20]([CH3:21])[CH3:22])[CH3:23])[C:24]([CH3:25])([CH3:26])[CH3:27])[C:28]([CH3:29])([c:30]1[cH:31][cH:32][cH:33][cH:34][cH:35]1)[CH3:36].[CH3:37][O:38][CH:39]([C:40]([CH3:41])([c:42]1[cH:43][cH:44][cH:45][cH:46][cH:47]1)[CH3:48])[C:49]([NH:50][CH:51]([C:52]([CH3:53])([CH3:54])[CH3:55])[C:56]([N:57]([CH3:58])[CH:59]([CH:60]([CH3:61])[CH3:62])[CH:63]=[C:64]([CH3:65])[C:66]([O:67][CH2:68][CH3:69])=[O:70])=[O:71])=[O:72].[CH3:77][OH:78].[Li+:76].[O:79]1[CH2:80][CH2:81][CH2:82][CH2:83]1.[OH-:75].[OH2:73].[OH2:74]>>[CH3:1][O:2][CH:3]([C:4](=[O:5])[NH:6][CH:7]([C:8](=[O:9])[N:10]([CH:11]([CH:12]=[C:13]([C:14](=[O:15])[OH:16])[CH3:19])[CH:20]([CH3:21])[CH3:22])[CH3:23])[C:24]([CH3:25])([CH3:26])[CH3:27])[C:28]([CH3:29])([c:30]1[cH:31][cH:32][cH:33][cH:34][cH:35]1)[CH3:36]. Reactants: O=C(c1ncc[nH]1)c1ncc[nH]1, CCc1cc(C(=O)O)no1, Cc1cccc(C)c1N, CN(C)C=O. The product is CCc1cc(C(=O)Nc2c(C)cccc2C)no1. As a reaction SMILES: [C:11]([c:12]1[nH:13][cH:14][cH:15][n:16]1)([c:17]1[nH:18][cH:19][cH:20][n:21]1)=[O:22].[CH2:1]([CH3:2])[c:3]1[cH:4][c:5]([C:8](=[O:9])[OH:10])[n:6][o:7]1.[CH3:23][c:24]1[c:25]([NH2:26])[c:27]([CH3:31])[cH:28][cH:29][cH:30]1.[O:32]=[CH:33][N:34]([CH3:35])[CH3:36]>>[CH2:1]([CH3:2])[c:3]1[cH:4][c:5]([C:8](=[O:10])[NH:26][c:25]2[c:24]([CH3:23])[cH:30][cH:29][cH:28][c:27]2[CH3:31])[n:6][o:7]1. The reactants are CCN(c1cc(Br)cc(C(=O)NCc2c(C)cc(C)[nH]c2=O)c1C)C1CCOCC1, O=C([O-])[O-], CN(C)Cc1ccc(B(O)O)cc1, [Na+], [Na+], C1COCCO1, O. Yields the product CCN(c1cc(-c2ccc(CN(C)C)cc2)cc(C(=O)NCc2c(C)cc(C)[nH]c2=O)c1C)C1CCOCC1. Reaction SMILES: [Br:1][c:2]1[cH:3][c:4]([N:22]([CH:23]2[CH2:24][CH2:25][O:26][CH2:27][CH2:28]2)[CH2:29][CH3:30])[c:5]([CH3:21])[c:6]([C:7](=[O:8])[NH:9][CH2:10][c:11]2[c:12](=[O:19])[nH:13][c:14]([CH3:18])[cH:15][c:16]2[CH3:17])[cH:20]1.[C:44](=[O:45])([O-:46])[O-:47].[CH3:31][N:32]([CH3:33])[CH2:34][c:35]1[cH:36][cH:37][c:38]([B:41]([OH:42])[OH:43])[cH:39][cH:40]1.[Na+:48].[Na+:49].[O:51]1[CH2:52][CH2:53][O:54][CH2:55][CH2:56]1.[OH2:50]>>[c:2]1(-[c:38]2[cH:37][cH:36][c:35]([CH2:34][N:32]([CH3:31])[CH3:33])[cH:40][cH:39]2)[cH:3][c:4]([N:22]([CH:23]2[CH2:24][CH2:25][O:26][CH2:27][CH2:28]2)[CH2:29][CH3:30])[c:5]([CH3:21])[c:6]([C:7](=[O:8])[NH:9][CH2:10][c:11]2[c:12](=[O:19])[nH:13][c:14]([CH3:18])[cH:15][c:16]2[CH3:17])[cH:20]1.